This data is from the Open Reaction Database (ORD), a public repository of structured organic reaction records. The task is: describe an organic reaction: reactants, conditions, products, and yield The reactants are CS(C)=O, CC#N, CCN(C(C)C)C(C)C, Fc1ccccc1CBr, CC(C)CC(CO)Nc1nc(S)nc2nc(N)sc12. Yields the product CC(C)CC(CO)Nc1nc(SCc2ccccc2F)nc2nc(N)sc12. As a reaction SMILES: [CH3:38][S:39](=[O:40])[CH3:41].[CH3:42][C:43]#[N:44].[CH:20]([N:21]([CH2:22][CH3:23])[CH:24]([CH3:25])[CH3:26])([CH3:27])[CH3:28].[F:29][c:30]1[c:31]([CH2:32][Br:33])[cH:34][cH:35][cH:36][cH:37]1.[NH2:1][c:2]1[s:3][c:4]2[c:5]([n:6][c:7]([SH:18])[n:8][c:9]2[NH:10][CH:11]([CH2:12][OH:13])[CH2:14][CH:15]([CH3:16])[CH3:17])[n:19]1>>[NH2:1][c:2]1[s:3][c:4]2[c:5]([n:6][c:7]([S:18][CH2:32][c:31]3[c:30]([F:29])[cH:37][cH:36][cH:35][cH:34]3)[n:8][c:9]2[NH:10][CH:11]([CH2:12][OH:13])[CH2:14][CH:15]([CH3:16])[CH3:17])[n:19]1. Reactants: C1(=CC=CC=C1)CC(C(C)(C)C)=O (1-phenyl-3,3-dimethyl-butan-2-one), BrBr (bromine). Solvent: C(Cl)(Cl)(Cl)Cl (carbon tetrachloride). Product: BrC(C(C(C)(C)C)=O)C1=CC=CC=C1 (1-bromo-1-phenyl-3,3-dimethyl-butan-2-one). The yield is 99.5%. Reaction SMILES: [C:1]1([CH2:7][C:8](=[O:13])[C:9]([CH3:12])([CH3:11])[CH3:10])[CH:6]=[CH:5][CH:4]=[CH:3][CH:2]=1.[Br:14]Br>C(Cl)(Cl)(Cl)Cl>[Br:14][CH:7]([C:1]1[CH:6]=[CH:5][CH:4]=[CH:3][CH:2]=1)[C:8](=[O:13])[C:9]([CH3:10])([CH3:12])[CH3:11]. Reported procedure: 17.6 g (0.1 mol) of 1-phenyl-3,3-dimethyl-butan-2-one were dissolved in 100 ml of carbon tetrachloride, 5 ml (0.1 mole) of bromine were added dropwise thereto while stirring and under reflux, and the mixture was heated to the boil for one hour. After cooling, the distilling off the solvent, 25.4 g of 1-bromo-1-phenyl-3,3-dimethyl-butan-2-one of melting point 38°-42° C. were obtained in quantitative yield.